This data is from the Open Reaction Database (ORD), a public repository of structured organic reaction records. The task is: describe an organic reaction: reactants, conditions, products, and yield The reactants are solution, CSC (dimethylsulphide), [N+](=O)([O-])C1=CC=C(C=NS(=O)(=O)C2=CC=C(C=C2)C)C=C1 (N-(4-nitrobenzylidene)toluene-p-sulphonamide), C1(=CC=CC=C1)C=[N+]=[N-] (phenyldiazomethane). The reagents and catalysts are C(C)(=O)[O-].[Rh+2].C(C)(=O)[O-] (rhodium (II) acetate). Run in C(C)(C)(C)OC (t-butylmethylether), ClCCl (dichloromethane). The product is [N+](=O)([O-])C1=CC=C(C=C1)C1N(C1C1=CC=CC=C1)S(=O)(=O)C1=CC=C(C=C1)C (2-(4-Nitrophenyl)-3-phenyl-1-(4-methylphenylsulphonyl)aziridine). As a reaction SMILES: CSC.[N+:4]([C:7]1[CH:24]=[CH:23][C:10]([CH:11]=[N:12][S:13]([C:16]2[CH:21]=[CH:20][C:19]([CH3:22])=[CH:18][CH:17]=2)(=[O:15])=[O:14])=[CH:9][CH:8]=1)([O-:6])=[O:5].[C:25]1([CH:31]=[N+]=[N-])[CH:30]=[CH:29][CH:28]=[CH:27][CH:26]=1>ClCCl.C(OC)(C)(C)C.C([O-])(=O)C.[Rh+2].C([O-])(=O)C>[N+:4]([C:7]1[CH:24]=[CH:23][C:10]([CH:11]2[CH:31]([C:25]3[CH:30]=[CH:29][CH:28]=[CH:27][CH:26]=3)[N:12]2[S:13]([C:16]2[CH:21]=[CH:20][C:19]([CH3:22])=[CH:18][CH:17]=2)(=[O:15])=[O:14])=[CH:9][CH:8]=1)([O-:6])=[O:5] |f:5.6.7|. Procedure details: To a stirred solution of dimethylsulphide (5 μl, 0.07 mmol), rhodium (II) acetate (2 mg, 0.005 mmol) and N-(4-nitrobenzylidene)toluene-p-sulphonamide (102 mg, 0.33 mmol; J. C. S. Perkin I (1981) 2435-2442) in dichloromethane (2 ml) was added phenyldiazomethane (prepared as in Example 36; 8.11 ml of a 0.074M solution in t-butylmethylether) over a period of 12 hours. Upon completion of the addition the solvent was removed in vacuo and the residue was chromatographed using silica gel elating with 1...